From a dataset of the Open Reaction Database (ORD), a public repository of structured organic reaction records. describe an organic reaction: reactants, conditions, products, and yield The product is CCCCCCCCSCCOC1OC(COC(C)=O)C(OC2OC(COC(C)=O)C(OC(C)=O)C(OC(C)=O)C2OC(C)=O)C(OC(C)=O)C1OC(C)=O. RXN SMILES: [C:1]([CH3:2])(=[O:3])[O:4][CH:5]1[CH:6]([O:7][CH2:8][CH2:9][Br:10])[O:11][CH:12]([CH2:43][O:44][C:45]([CH3:46])=[O:47])[CH:13]([O:19][CH:20]2[CH:21]([O:22][C:23]([CH3:24])=[O:25])[CH:26]([O:27][C:28]([CH3:29])=[O:30])[CH:31]([O:32][C:33]([CH3:34])=[O:35])[CH:36]([CH2:38][O:39][C:40]([CH3:41])=[O:42])[O:37]2)[CH:14]1[O:15][C:16]([CH3:17])=[O:18].[C:57](=[O:58])([O-:59])[O-:60].[C:63]([O:64][CH:65]1[CH:66]([O:67][C:68](=[O:69])[CH3:70])[CH:71]([O:72][C:73](=[O:74])[CH3:75])[CH:76]([CH2:77][O:78][C:79](=[O:80])[CH3:81])[O:82][CH:83]1[O:84][CH2:85][CH2:86][S:87][CH2:88][CH2:89][CH2:90][CH2:91][CH2:92][CH2:93][CH2:94][CH3:95])(=[O:96])[CH3:97].[CH2:48]([CH2:49][CH2:50][CH2:51][CH2:52][CH2:53][CH2:54][CH3:55])[SH:56].[CH3:99][N+:100]([CH2:101][CH2:102][CH2:103][CH2:104][CH2:105][CH2:106][CH2:107][CH3:108])([CH2:109][CH2:110][CH2:111][CH2:112][CH2:113][CH2:114][CH2:115][CH3:116])[CH2:117][CH2:118][CH2:119][CH2:120][CH2:121][CH2:122][CH2:123][CH3:124].[Cl-:98].[Cs+:61].[Cs+:62].[OH2:131].[cH:125]1[cH:126][cH:127][cH:128][cH:129][cH:130]1>>[C:1]([CH3:2])(=[O:3])[O:4][CH:5]1[CH:6]([O:7][CH2:8][CH2:9][S:56][CH2:48][CH2:49][CH2:50][CH2:51][CH2:52][CH2:53][CH2:54][CH3:55])[O:11][CH:12]([CH2:43][O:44][C:45]([CH3:46])=[O:47])[CH:13]([O:19][CH:20]2[CH:21]([O:22][C:23]([CH3:24])=[O:25])[CH:26]([O:27][C:28]([CH3:29])=[O:30])[CH:31]([O:32][C:33]([CH3:34])=[O:35])[CH:36]([CH2:38][O:39][C:40]([CH3:41])=[O:42])[O:37]2)[CH:14]1[O:15][C:16]([CH3:17])=[O:18]. Starting materials: CC(=O)OCC1OC(OC2C(COC(C)=O)OC(OCCBr)C(OC(C)=O)C2OC(C)=O)C(OC(C)=O)C(OC(C)=O)C1OC(C)=O, O=C([O-])[O-], CCCCCCCCSCCOC1OC(COC(C)=O)C(OC(C)=O)C(OC(C)=O)C1OC(C)=O, CCCCCCCCS, CCCCCCCC[N+](C)(CCCCCCCC)CCCCCCCC, [Cl-], [Cs+], [Cs+], O, c1ccccc1. Reactants: [N+](=O)([O-])C(CC1=CC=C(C=C1)N1N=CC=C1)C (1-[4-(2-nitro-propyl)-phenyl]-1H-pyrazole), C(C)(=O)O (acetic acid), C(C)(=O)O (acetic acid). Reagents/catalysts: [Fe] (iron). Conditions: temperature 40 celsius, time 5 minute. The product is N1(N=CC=C1)C1=CC=C(C=C1)CC(C)=O (1-(4-Pyrazol-1-yl-phenyl)-propan-2-one). Reaction SMILES: [N+]([CH:4]([CH3:17])[CH2:5][C:6]1[CH:11]=[CH:10][C:9]([N:12]2[CH:16]=[CH:15][CH:14]=[N:13]2)=[CH:8][CH:7]=1)([O-])=O.C(O)(=[O:20])C>[Fe]>[N:12]1([C:9]2[CH:10]=[CH:11][C:6]([CH2:5][C:4](=[O:20])[CH3:17])=[CH:7][CH:8]=2)[CH:16]=[CH:15][CH:14]=[N:13]1. Procedure: A stirred suspension comprising iron (10.7 g, 191.9 mmol) in glacial acetic acid (150 ml) under an inert atmosphere of argon is heated to 40° C. and then treated with a solution of 1-[4-(2-nitro-propyl)-phenyl]-1H-pyrazole (8.8 g, 38.39 mmol) in glacial acetic acid (100 ml). The reaction mixture is heated to 100° C. for 2 hours and then allowed to cool to room temperature. The mixture is poured onto ice-water (200 ml), stirred for 5 minutes and then filtered through celite washing through with D... Solvent: O1CCCC1 (tetrahydrofuran), CO (methanol). Reaction SMILES: [CH3:1][N:2]([S:17]([C:20]1[N:21]([CH3:25])[CH:22]=[CH:23][N:24]=1)(=[O:19])=[O:18])[C:3]1[CH:4]=[CH:5][CH:6]=[C:7]2[C:11]=1[NH:10][C:9]([C:12]([O:14]CC)=[O:13])=[CH:8]2.[OH-].[K+]>O1CCCC1.CO>[CH3:1][N:2]([S:17]([C:20]1[N:21]([CH3:25])[CH:22]=[CH:23][N:24]=1)(=[O:19])=[O:18])[C:3]1[CH:4]=[CH:5][CH:6]=[C:7]2[C:11]=1[NH:10][C:9]([C:12]([OH:14])=[O:13])=[CH:8]2 |f:1.2|. Yield: 100.1%. Run at time 16 hour. Procedure: Ethyl 7-{methyl[(1-methyl-1H-imidazol-2-yl)sulfonyl]amino}-1H-indole-2-carboxylate (2.87 g) was dissolved in a mixed solvent of tetrahydrofuran (30 mL)-methanol (20 mL). Aqueous potassium hydroxide solution (prepared by dissolving potassium hydroxide (2.0 g) in water (20 mL)) was added to this solution, and the mixture was stirred at room temperature for 16 hr, and concentrated under reduced pressure to evaporate methanol. The obtained residue was acidified with aqueous citric acid solution, and... Product: CN(C=1C=CC=C2C=C(NC12)C(=O)O)S(=O)(=O)C=1N(C=CN1)C (7-{methyl[(1-methyl-1H-imidazol-2-yl)sulfonyl]amino}-1H-indole-2-carboxylic acid). The reactants are CN(C=1C=CC=C2C=C(NC12)C(=O)OCC)S(=O)(=O)C=1N(C=CN1)C (Ethyl 7-{methyl[(1-methyl-1H-imidazol-2-yl)sulfonyl]amino}-1H-indole-2-carboxylate), [OH-].[K+] (potassium hydroxide). Reactants: O (water), C(C)(C)(C)N1N=CC(=C(C1=O)C)O (2-t-butyl-5-hydroxy-4-methyl-3(2H)-pyridazinone), C[Si](C1=CC=C(CBr)C=C1)(C)C (p-trimethylsilyl benzylbromide), C([O-])([O-])=O.[K+].[K+] (potassium carbonate). Run in CN(C=O)C (N,N-dimethylformamide). The product is C(C)(C)(C)N1N=CC(=C(C1=O)C)OCC1=CC=C(C=C1)[Si](C)(C)C (2-t-butyl-4-methyl-5-(p-trimethylsilyl benzyloxy)-3(2H)-pyridazinone). Isolated yield 69.7%. As a reaction SMILES: [C:1]([N:5]1[C:10](=[O:11])[C:9]([CH3:12])=[C:8]([OH:13])[CH:7]=[N:6]1)([CH3:4])([CH3:3])[CH3:2].[CH3:14][Si:15]([CH3:25])([CH3:24])[C:16]1[CH:23]=[CH:22][C:19]([CH2:20]Br)=[CH:18][CH:17]=1.C(=O)([O-])[O-].[K+].[K+].O>CN(C)C=O>[C:1]([N:5]1[C:10](=[O:11])[C:9]([CH3:12])=[C:8]([O:13][CH2:20][C:19]2[CH:22]=[CH:23][C:16]([Si:15]([CH3:14])([CH3:25])[CH3:24])=[CH:17][CH:18]=2)[CH:7]=[N:6]1)([CH3:4])([CH3:2])[CH3:3] |f:2.3.4|. Procedure: To a solution of 0.9 g (0.005 mol) of 2-t-butyl-5-hydroxy-4-methyl-3(2H)-pyridazinone and 1.2 g (0.005 mol) of p-trimethylsilyl benzylbromide dissolved in 20 ml of N,N-dimethylformamide was added 1.0 g (0.007 mol) of potassium carbonate at room temperature under stirring. After addition, the resulting mixture was stirred at 120° C. for three hours. After allowed to cool, the reaction mixture was poured into 200 ml of water and extracted with 100 ml of benzene. The resulting benzene layer was was... Reactants: N#CCC1CC2CN(C(=O)Cc3ccccc3OCc3ccccc3)CC2C(O)(c2ccccc2F)C1, CCO, [OH-], [OH-], [Pd+2]. The product is N#CCC1CC2CN(C(=O)Cc3ccccc3O)CC2C(O)(c2ccccc2F)C1. Reaction SMILES: [C:1](#[N:2])[CH2:3][CH:4]1[CH2:5][C:6]([OH:30])([c:31]2[c:32]([F:37])[cH:33][cH:34][cH:35][cH:36]2)[CH:7]2[CH2:8][N:9]([C:13]([CH2:14][c:15]3[c:16]([O:21][CH2:22][c:23]4[cH:24][cH:25][cH:26][cH:27][cH:28]4)[cH:17][cH:18][cH:19][cH:20]3)=[O:29])[CH2:10][CH:11]2[CH2:12]1.[CH3:38][CH2:39][OH:40].[OH-:41].[OH-:43].[Pd+2:42]>>[C:1](#[N:2])[CH2:3][CH:4]1[CH2:5][C:6]([OH:30])([c:31]2[c:32]([F:37])[cH:33][cH:34][cH:35][cH:36]2)[CH:7]2[CH2:8][N:9]([C:13]([CH2:14][c:15]3[c:16]([OH:21])[cH:17][cH:18][cH:19][cH:20]3)=[O:29])[CH2:10][CH:11]2[CH2:12]1. Starting materials: C(CCC)OCCCCCCN1CCC(CC1)=O (1-(6-butoxyhexyl)-4-piperidone), Cl.NO (hydroxylamine hydrochloride). Yields the product C(CCC)OCCCCCCN1CCC(CC1)=NO (1-(6-Butoxyhexyl)-4-piperidone oxime). As a reaction SMILES: [CH2:1]([O:5][CH2:6][CH2:7][CH2:8][CH2:9][CH2:10][CH2:11][N:12]1[CH2:17][CH2:16][C:15](=O)[CH2:14][CH2:13]1)[CH2:2][CH2:3][CH3:4].Cl.[NH2:20][OH:21]>>[CH2:1]([O:5][CH2:6][CH2:7][CH2:8][CH2:9][CH2:10][CH2:11][N:12]1[CH2:17][CH2:16][C:15](=[N:20][OH:21])[CH2:14][CH2:13]1)[CH2:2][CH2:3][CH3:4] |f:1.2|. Reported procedure: 1-(6-Butoxyhexyl)-4-piperidone oxime is prepared from 1-(6-butoxyhexyl)-4-piperidone and hydroxylamine hydrochloride essentially as described above in Example 38, Scheme C, step b. Starting materials: ClCC(=O)C1=CN(C(=C1)C(C1=CC=C(C=C1)S(=O)C)=O)C (2-chloro-1-[1-methyl-5-(4-(methylsulfinyl)benzoyl]-1H-pyrrol-3-yl]-ethanone), OO (H2O2). Solvent: CC(=O)O (HOAc). Run at time 6 day. Product: ClCC(=O)C1=CN(C(=C1)C(C1=CC=C(C=C1)S(=O)(=O)C)=O)C (2-chloro-1-[1-methyl-5-(4-(methylsulfonyl)benzoyl]-1H-pyrrol-3-yl]-ethanone). Yield: 30.0%. Reaction SMILES: [Cl:1][CH2:2][C:3]([C:5]1[CH:9]=[C:8]([C:10](=[O:20])[C:11]2[CH:16]=[CH:15][C:14]([S:17]([CH3:19])=[O:18])=[CH:13][CH:12]=2)[N:7]([CH3:21])[CH:6]=1)=[O:4].[OH:22]O>CC(O)=O>[Cl:1][CH2:2][C:3]([C:5]1[CH:9]=[C:8]([C:10](=[O:20])[C:11]2[CH:16]=[CH:15][C:14]([S:17]([CH3:19])(=[O:22])=[O:18])=[CH:13][CH:12]=2)[N:7]([CH3:21])[CH:6]=1)=[O:4]. Reported procedure: A mixture of 2.5 g (0.0074 mole) of 2-chloro-1-[1-methyl-5-(4-(methylsulfinyl)benzoyl]-1H-pyrrol-3-yl]-ethanone, 20 mL of HOAc, and 1.7 mL of 30% H2O2 was stirred for 6 days. The solid was filtered off to give 0.75 g (30%) of 2-chloro-1-[1-methyl-5-(4-(methylsulfonyl)benzoyl]-1H-pyrrol-3-yl]-ethanone. HNMR (CDCl3) δ8.1 (s, 2H); 8.0 (s, 2H); 7.7 (ar, 1H); 7.1 (ar, 1H); 4.4 (s, 2H); 4.1 (s, 3H); 3.1 (s, 3H).